Dataset: the Open Reaction Database (ORD), a public repository of structured organic reaction records. Task: describe an organic reaction: reactants, conditions, products, and yield The reactants are O=C(c1ccc(Br)cc1)C1CCN(C(=O)C(F)(F)F)CC1, CO, [K+], [K+], O=C([O-])[O-], O. Yields the product O=C(c1ccc(Br)cc1)C1CCNCC1. Reaction SMILES: [Br:1][c:2]1[cH:3][cH:4][c:5]([C:6](=[O:7])[CH:8]2[CH2:9][CH2:10][N:11]([C:14](=[O:15])[C:16]([F:17])([F:18])[F:19])[CH2:12][CH2:13]2)[cH:20][cH:21]1.[CH3:29][OH:30].[K+:23].[K+:24].[O-:25][C:26]([O-:27])=[O:28].[OH2:22]>>[Br:1][c:2]1[cH:3][cH:4][c:5]([C:6](=[O:7])[CH:8]2[CH2:9][CH2:10][NH:11][CH2:12][CH2:13]2)[cH:20][cH:21]1. Reactants: NC1=C(C(=O)N)C=C(C=N1)Cl (2-amino-5-chloronicotinamide), BrCC=1OC(=CC1)C(F)(F)F (2-(bromomethyl)-5-(trifluoromethyl)furan), Cl.CO (hydrochloric acid methanol). Solvent: C(C)(=O)OCC (ethyl acetate), CN(C=O)C (N,N-dimethylformamide), CO (methanol). Conditions: temperature 100 celsius, time 4 hour. Product: Cl.ClC=1C=C(C(N(C1)CC=1OC(=CC1)C(F)(F)F)=N)C(=O)N (5-chloro-2-imino-1-{[5-(trifluoromethyl)-2-furyl]methyl}-1,2-dihydropyridine-3-carboxamide hydrochloride). Isolated yield 28.9%. Reaction SMILES: [NH2:1][C:2]1[N:10]=[CH:9][C:8]([Cl:11])=[CH:7][C:3]=1[C:4]([NH2:6])=[O:5].Br[CH2:13][C:14]1[O:15][C:16]([C:19]([F:22])([F:21])[F:20])=[CH:17][CH:18]=1.Cl.CO>CN(C)C=O.C(OCC)(=O)C.CO>[ClH:11].[Cl:11][C:8]1[CH:7]=[C:3]([C:4]([NH2:6])=[O:5])[C:2](=[NH:1])[N:10]([CH2:13][C:14]2[O:15][C:16]([C:19]([F:22])([F:21])[F:20])=[CH:17][CH:18]=2)[CH:9]=1 |f:2.3,7.8|. Reported procedure: To a solution of 2-amino-5-chloronicotinamide (0.15 g) in N,N-dimethylformamide (3 ml) was added 2-(bromomethyl)-5-(trifluoromethyl)furan (0.30 g), and the mixture was stirred at 100° C. for 4 hr. The reaction mixture was diluted with ethyl acetate. The precipitate was collected by filtration and washed with ethyl acetate. The obtained precipitate was recrystallized from methanol-ethyl acetate. The obtained crystals were dissolved in aqueous sodium hydrogen carbonate solution, and the mixture wa... Reactants: C1(CCCCC1)C(C=1C=C(SC1CC)C1(CCSCC1)O)O (4-{4-[cyclohexyl(hydroxy)methyl]-5-ethylthiophen-2-yl}tetrahydro-2H-thiopyran-4-ol), S(=O)(Cl)Cl (thionyl chloride), C(O)([O-])=O.[Na+] (sodium hydrogen carbonate). The solvent is C1(=CC=CC=C1)C (toluene). Reaction conditions: time 1 hour. Yields the product ClC(C=1C=C(SC1CC)C=1CCSCC1)C1CCCCC1 (4-{4-[chloro(cyclohexyl)methyl]-5-ethylthiophen-2-yl}-3,6-dihydro-2H-thiopyran). Isolated yield 92.0%. Reaction SMILES: [CH:1]1([CH:7](O)[C:8]2[CH:9]=[C:10]([C:15]3(O)[CH2:20][CH2:19][S:18][CH2:17][CH2:16]3)[S:11][C:12]=2[CH2:13][CH3:14])[CH2:6][CH2:5][CH2:4][CH2:3][CH2:2]1.S(Cl)([Cl:25])=O.C(=O)([O-])O.[Na+]>C1(C)C=CC=CC=1>[Cl:25][CH:7]([CH:1]1[CH2:6][CH2:5][CH2:4][CH2:3][CH2:2]1)[C:8]1[CH:9]=[C:10]([C:15]2[CH2:20][CH2:19][S:18][CH2:17][CH:16]=2)[S:11][C:12]=1[CH2:13][CH3:14] |f:2.3|. Procedure details: To a solution of 4-{4-[cyclohexyl(hydroxy)methyl]-5-ethylthiophen-2-yl}tetrahydro-2H-thiopyran-4-ol (532 mg) synthesized in Example 85 (3) in toluene (10 mL) was added thionyl chloride (137 μL), and the mixture was stirred at room temperature for 1 hr. The reaction mixture was poured into ice-cooled saturated aqueous sodium hydrogen carbonate solution, and the mixture was extracted with ethyl acetate. The extract was washed with saturated brine, dried over magnesium sulfate and concentrated unde... Starting materials: C(Cl)Cl (CH2Cl2), BrC1=CC2=C(OC(O2)(F)F)C=C1 (5-bromo-2,2-difluoro-1,3-benzodioxole), [OH-].[Na+] (NaOH), N#N (N2), C(C)(C)(C)OC(=O)N1CC(CC1)C=C (3-vinyl-pyrrolidine-1-carboxylic acid tert-butyl ester), resultant mixture, B1C2CCCC1CCC2 (9-BBN), C([O-])([O-])=O.[K+].[K+] (potassium carbonate). The reagents and catalysts are C1=CC=C(C=C1)P([C-]2C=CC=C2)C3=CC=CC=C3.C1=CC=C(C=C1)P([C-]2C=CC=C2)C3=CC=CC=C3.Cl[Pd]Cl.[Fe+2] (Pd(dppf)Cl2). Run in O (water), CN(C)C=O.O (DMF H2O). Yields the product C(C)(C)(C)OC(=O)N1CC(CC1)CCC1=CC2=C(OC(O2)(F)F)C=C1 (3-[2-(2,2-Difluoro-benzo[1,3]dioxol-5-yl)-ethyl]-pyrrolidine-1-carboxylic acid tert-butyl ester). Yield: 94.7%. RXN SMILES: N#N.[C:3]([O:7][C:8]([N:10]1[CH2:14][CH2:13][CH:12]([CH:15]=[CH2:16])[CH2:11]1)=[O:9])([CH3:6])([CH3:5])[CH3:4].B1C2CCCC1CCC2.Br[C:27]1[CH:37]=[CH:36][C:30]2[O:31][C:32]([F:35])([F:34])[O:33][C:29]=2[CH:28]=1.C(Cl)Cl.C(=O)([O-])[O-].[K+].[K+].[OH-].[Na+]>CN(C=O)C.O.C1C=CC(P(C2C=CC=CC=2)[C-]2C=CC=C2)=CC=1.C1C=CC(P(C2C=CC=CC=2)[C-]2C=CC=C2)=CC=1.Cl[Pd]Cl.[Fe+2].O>[C:3]([O:7][C:8]([N:10]1[CH2:14][CH2:13][CH:12]([CH2:15][CH2:16][C:37]2[CH:27]=[CH:28][C:29]3[O:33][C:32]([F:34])([F:35])[O:31][C:30]=3[CH:36]=2)[CH2:11]1)=[O:9])([CH3:6])([CH3:5])[CH3:4] |f:5.6.7,8.9,10.11,12.13.14.15|. Procedure details: A stream of N2 was bubbled through neat 3-vinyl-pyrrolidine-1-carboxylic acid tert-butyl ester (589 mg, 2.99 mmol) for 15 min before adding 9-BBN (0.5 M in THF, 6 mL). The reaction mixture was heated at reflux for 2 h, then cooled to rt. The reaction mixture was then added, via cannula, to a preformed solution consisting of 5-bromo-2,2-difluoro-1,3-benzodioxole (704 mg, 2.97 mmol), Pd(dppf)Cl2.CH2Cl2 (69.7 mg, 0.0953 mmol), and potassium carbonate (559 mg, 4.04 mmol) in DMF/H2O (10 mL/1 mL). The...